From a dataset of the Open Reaction Database (ORD), a public repository of structured organic reaction records. describe an organic reaction: reactants, conditions, products, and yield The reactants are CCCC=O, CC(C)Cc1ccc(-c2ccc(Cc3nc(-c4ccc(Cl)cc4Cl)cn3-c3ccc(N4CC(=O)NS4(=O)=O)cc3)cc2)cc1N. The product is CCCCNc1cc(-c2ccc(Cc3nc(-c4ccc(Cl)cc4Cl)cn3-c3ccc(N4CC(=O)NS4(=O)=O)cc3)cc2)ccc1CC(C)C. RXN SMILES: [CH:46]([CH2:47][CH2:48][CH3:49])=[O:50].[NH2:1][c:2]1[cH:3][c:4](-[c:12]2[cH:13][cH:14][c:15]([CH2:18][c:19]3[n:20](-[c:32]4[cH:33][cH:34][c:35]([N:38]5[CH2:39][C:40](=[O:45])[NH:41][S:42]5(=[O:43])=[O:44])[cH:36][cH:37]4)[cH:21][c:22](-[c:24]4[c:25]([Cl:31])[cH:26][c:27]([Cl:30])[cH:28][cH:29]4)[n:23]3)[cH:16][cH:17]2)[cH:5][cH:6][c:7]1[CH2:8][CH:9]([CH3:10])[CH3:11]>>[NH:1]([c:2]1[cH:3][c:4](-[c:12]2[cH:13][cH:14][c:15]([CH2:18][c:19]3[n:20](-[c:32]4[cH:33][cH:34][c:35]([N:38]5[CH2:39][C:40](=[O:45])[NH:41][S:42]5(=[O:43])=[O:44])[cH:36][cH:37]4)[cH:21][c:22](-[c:24]4[c:25]([Cl:31])[cH:26][c:27]([Cl:30])[cH:28][cH:29]4)[n:23]3)[cH:16][cH:17]2)[cH:5][cH:6][c:7]1[CH2:8][CH:9]([CH3:10])[CH3:11])[CH2:46][CH2:47][CH2:48][CH3:49]. Starting materials: C(C1=CC=CC=C1)OC1=CC=C(OCCC2CCN(CC2)C=2C=NC=C(C2)OC[C@H]2N(CCC2)C(=O)OC(C)(C)C)C=C1 (3-[4-[2-[4-(benzyloxy)phenoxy]ethyl]-1-piperidinyl]-5-[[1-(tert-butoxycarbonyl)-2(S)-pyrrolidinyl]methoxy]pyridine). Reagents/catalysts: [Pd] (palladium on carbon). Solvent: CO.C(Cl)Cl (MeOH CH2Cl2). Run at time 8 hour. The product is OC1=CC=C(OCCC2CCN(CC2)C=2C=NC=C(C2)OC[C@H]2N(CCC2)C(=O)OC(C)(C)C)C=C1 (3-[4-[2-(4-Hydroxyphenoxy)ethyl]-1-piperidinyl]-5-[[1-(tert-butoxycarbonyl)-2(S)-pyrrolidinyl]methoxy]pyridine). Yield: 102.4%. As a reaction SMILES: C([O:8][C:9]1[CH:43]=[CH:42][C:12]([O:13][CH2:14][CH2:15][CH:16]2[CH2:21][CH2:20][N:19]([C:22]3[CH:23]=[N:24][CH:25]=[C:26]([O:28][CH2:29][C@@H:30]4[CH2:34][CH2:33][CH2:32][N:31]4[C:35]([O:37][C:38]([CH3:41])([CH3:40])[CH3:39])=[O:36])[CH:27]=3)[CH2:18][CH2:17]2)=[CH:11][CH:10]=1)C1C=CC=CC=1>[Pd].CO.C(Cl)Cl>[OH:8][C:9]1[CH:43]=[CH:42][C:12]([O:13][CH2:14][CH2:15][CH:16]2[CH2:17][CH2:18][N:19]([C:22]3[CH:23]=[N:24][CH:25]=[C:26]([O:28][CH2:29][C@@H:30]4[CH2:34][CH2:33][CH2:32][N:31]4[C:35]([O:37][C:38]([CH3:39])([CH3:40])[CH3:41])=[O:36])[CH:27]=3)[CH2:20][CH2:21]2)=[CH:11][CH:10]=1 |f:2.3|. Procedure details: A mixture of 3-[4-[2-[4-(benzyloxy)phenoxy]ethyl]-1-piperidinyl]-5-[[1-(tert-butoxycarbonyl)-2(S)-pyrrolidinyl]methoxy]pyridine (300 mg, 0.51 mmol) and palladium on carbon (60 mg) in MeOH/CH2Cl2 (20/7 mL) was stirred at room temperature overnight under H2. TLC analysis of the reaction mixture indicated that the starting material had disappeared. The solids were filtered off, and the filtrate was concentrated under vacuum to provide the title compound (260 mg, 92%) as a yellow solid. 1H NMR (DMSO... The reactants are CCc1csc(N)n1, CC(=O)O, ClCCl, ClI. Yields the product CCc1nc(N)sc1I. RXN SMILES: [CH2:1]([CH3:2])[c:3]1[n:4][c:5]([NH2:8])[s:6][cH:7]1.[CH3:9][C:10](=[O:11])[OH:12].[Cl:15][CH2:16][Cl:17].[I:13][Cl:14]>>[CH2:1]([CH3:2])[c:3]1[n:4][c:5]([NH2:8])[s:6][c:7]1[I:13]. The solvent is O (water). Reported procedure: A mixture of 2-(4-chloromethyl-3-methyl-1H-pyrazol-1-yl)pyridine (350 mg), ethyl 3-[3-ethoxy-1-(4-hydroxybenzyl)-1H-pyrazol-4-yl]propionate (500 mg), potassium carbonate (500 mg) and N,N-dimethylformamide (10 ml) was stirred at 80° C. for 5 hours. The reaction mixture was poured into water, and extracted with ethyl acetate. The ethyl acetate layer was washed with saturated aqueous sodium chloride solution, dried (MgSO4), and concentrated. The residue was subjected to silica gel column chromatogr... As a reaction SMILES: Cl[CH2:2][C:3]1[C:4]([CH3:14])=[N:5][N:6]([C:8]2[CH:13]=[CH:12][CH:11]=[CH:10][N:9]=2)[CH:7]=1.[CH2:15]([O:17][C:18]1[C:22]([CH2:23][CH2:24][C:25]([O:27][CH2:28][CH3:29])=[O:26])=[CH:21][N:20]([CH2:30][C:31]2[CH:36]=[CH:35][C:34]([OH:37])=[CH:33][CH:32]=2)[N:19]=1)[CH3:16].C(=O)([O-])[O-].[K+].[K+].CN(C)C=O>O>[CH2:15]([O:17][C:18]1[C:22]([CH2:23][CH2:24][C:25]([O:27][CH2:28][CH3:29])=[O:26])=[CH:21][N:20]([CH2:30][C:31]2[CH:32]=[CH:33][C:34]([O:37][CH2:2][C:3]3[C:4]([CH3:14])=[N:5][N:6]([C:8]4[CH:13]=[CH:12][CH:11]=[CH:10][N:9]=4)[CH:7]=3)=[CH:35][CH:36]=2)[N:19]=1)[CH3:16] |f:2.3.4|. The product is C(C)OC1=NN(C=C1CCC(=O)OCC)CC1=CC=C(C=C1)OCC=1C(=NN(C1)C1=NC=CC=C1)C (ethyl 3-[3-ethoxy-1-[4-[3-methyl-1-(2-pyridyl)-1H-pyrazol-4-ylmethoxy]benzyl]-1H-pyrazol-4-yl]propionate). Isolated yield 91.0%. Starting materials: ClCC=1C(=NN(C1)C1=NC=CC=C1)C (2-(4-chloromethyl-3-methyl-1H-pyrazol-1-yl)pyridine), C(C)OC1=NN(C=C1CCC(=O)OCC)CC1=CC=C(C=C1)O (ethyl 3-[3-ethoxy-1-(4-hydroxybenzyl)-1H-pyrazol-4-yl]propionate), C([O-])([O-])=O.[K+].[K+] (potassium carbonate), CN(C=O)C (N,N-dimethylformamide). Reaction conditions: temperature 80 celsius, time 5 hour. The reactants are CC(C)(C)OC(=O)NN, CCO, O=Cc1ccccc1. The product is CC(C)(C)OC(=O)NN=Cc1ccccc1. As a reaction SMILES: [C:1]([NH:2][NH2:3])(=[O:4])[O:5][C:6]([CH3:7])([CH3:8])[CH3:9].[CH3:18][CH2:19][OH:20].[CH:10](=[O:11])[c:12]1[cH:13][cH:14][cH:15][cH:16][cH:17]1>>[C:1]([NH:2][N:3]=[CH:10][c:12]1[cH:13][cH:14][cH:15][cH:16][cH:17]1)(=[O:4])[O:5][C:6]([CH3:7])([CH3:8])[CH3:9]. Reactants: [Al+3], COC(=O)NC1CN(Cc2ccccc2)CCC1C, [H-], [H-], [H-], [H-], [Li+], C1CCOC1, O. The product is CNC1CN(Cc2ccccc2)CCC1C. Reaction SMILES: [Al+3:2].[CH2:7]([c:8]1[cH:9][cH:10][cH:11][cH:12][cH:13]1)[N:14]1[CH2:15][CH:16]([NH:21][C:22](=[O:23])[O:24][CH3:25])[CH:17]([CH3:20])[CH2:18][CH2:19]1.[H-:1].[H-:4].[H-:5].[H-:6].[Li+:3].[O:27]1[CH2:28][CH2:29][CH2:30][CH2:31]1.[OH2:26]>>[CH2:7]([c:8]1[cH:9][cH:10][cH:11][cH:12][cH:13]1)[N:14]1[CH2:15][CH:16]([NH:21][CH3:22])[CH:17]([CH3:20])[CH2:18][CH2:19]1. Starting materials: BrC=1C(=NC(=CC1C)C)Cl (3-bromo-2-chloro-4,6-dimethylpyridine), C[O-].[Na+] (sodium methoxide), O (Water). The solvent is CN(C)C=O (DMF). The product is BrC=1C(=NC(=CC1C)C)OC (3-bromo-2-methoxy-4,6-dimethylpyridine). As a reaction SMILES: [Br:1][C:2]1[C:3](Cl)=[N:4][C:5]([CH3:9])=[CH:6][C:7]=1[CH3:8].[CH3:11][O-:12].[Na+].O>CN(C=O)C>[Br:1][C:2]1[C:3]([O:12][CH3:11])=[N:4][C:5]([CH3:9])=[CH:6][C:7]=1[CH3:8] |f:1.2|. Procedure details: A mixture of 3-bromo-2-chloro-4,6-dimethylpyridine (2.97 g) and sodium methoxide (11.0 mL, 28% solution in methanol) was stirred in a DMF solvent (30 mL) at 80° C. for 36 hours. Water was added to the reaction mixture, followed by extraction with diethyl ether. The organic layer was concentrated under reduced pressure, and the residue was purified by silica gel column chromatography (ethyl acetate/n-heptane, 0% to 10%) to give the title compound (2.33 g).